This data is from the Open Reaction Database (ORD), a public repository of structured organic reaction records. The task is: describe an organic reaction: reactants, conditions, products, and yield The reactants are CS(=O)(=O)Cl (methanesulfonyl chloride), OCCNC(OCC)=O (ethyl 2-hydroxyethylcarbamate), N1=CC=CC=C1 (pyridine). Reagents/catalysts: CN(C1=CC=NC=C1)C (4-dimethylaminopyridine). Solvent: C(Cl)Cl (methylene chloride). Conditions: time 16 hour. Yields the product CS(=O)(=O)OCCNC(OCC)=O (ethyl 2-methylsulfonyloxyethylcarbamate). RXN SMILES: [CH3:1][S:2](Cl)(=[O:4])=[O:3].[OH:6][CH2:7][CH2:8][NH:9][C:10](=[O:14])[O:11][CH2:12][CH3:13].N1C=CC=CC=1>CN(C)C1C=CN=CC=1.C(Cl)Cl>[CH3:1][S:2]([O:6][CH2:7][CH2:8][NH:9][C:10](=[O:14])[O:11][CH2:12][CH3:13])(=[O:4])=[O:3]. Procedure: 60 g of methanesulfonyl chloride are metered over approximately 30 minutes at 0° to +5° C. to a solution of 66.5 g of ethyl 2-hydroxyethylcarbamate, 43.5 g of pyridine and 1.9 g of 4-dimethylaminopyridine in 150 ml of methylene chloride, with stirring, and the mixture is stirred for 2 more hours at +5° C. and then for 16 hours at room temperature. The reaction mixture is filtered, the residue is washed with a small quantity of ethyl acetate, and the combined filtrates are washed with dilute hydr... Reaction conditions: time 1 hour. The reactants are C(C)[SiH](CC)CC (triethylsilane), OC([C@H](C1=CC=CC=C1)NC(=O)NC1=CC2=C(C(=N1)CO)C(=NN2C(C2=CC=CC=C2)(C2=CC=CC=C2)C2=CC=CC=C2)OC)(C)C ((S)-1-(2-hydroxy-2-methyl-1-phenylpropyl)-3-(4-(hydroxymethyl)-3-methoxy-1-trityl-1H-pyrazolo[4,3-c]pyridin-6-yl)urea), C(=O)(C(F)(F)F)O (TFA). RXN SMILES: [OH:1][C:2]([CH3:47])([CH3:46])[C@@H:3]([NH:10][C:11]([NH:13][C:14]1[N:19]=[C:18]([CH2:20][OH:21])[C:17]2[C:22]([O:44][CH3:45])=[N:23][N:24](C(C3C=CC=CC=3)(C3C=CC=CC=3)C3C=CC=CC=3)[C:16]=2[CH:15]=1)=[O:12])[C:4]1[CH:9]=[CH:8][CH:7]=[CH:6][CH:5]=1.C([SiH](CC)CC)C.C(O)(C(F)(F)F)=O>C(Cl)Cl>[OH:1][C:2]([CH3:47])([CH3:46])[C@@H:3]([NH:10][C:11]([NH:13][C:14]1[N:19]=[C:18]([CH2:20][OH:21])[C:17]2[C:22]([O:44][CH3:45])=[N:23][NH:24][C:16]=2[CH:15]=1)=[O:12])[C:4]1[CH:9]=[CH:8][CH:7]=[CH:6][CH:5]=1. Product: OC([C@H](C1=CC=CC=C1)NC(=O)NC1=CC2=C(C(=N1)CO)C(=NN2)OC)(C)C ((S)-1-(2-hydroxy-2-methyl-1-phenylpropyl)-3-(4-(hydroxymethyl)-3-methoxy-1H-pyrazolo[4,3-c]pyridin-6-yl)urea). The solvent is C(Cl)Cl (DCM). Reported procedure: (S)-1-(2-hydroxy-2-methyl-1-phenylpropyl)-3-(4-(hydroxymethyl)-3-methoxy-1-trityl-1H-pyrazolo[4,3-c]pyridin-6-yl)urea (533 mg, 0.849 mmol) was dissolved in DCM (3 ml), charged with triethylsilane (0.271 ml, 1.698 mmol) followed by TFA (3.27 ml, 42.5 mmol) and allowed to stir for 1 h at rt. The solvents were removed in vacuo and the residue was dissolved in 25 mL 10:1 EtOAc/MeOH and washed with 20 mL saturated sodium bicarbonate. The aq. was extracted 1×15 mL EtOAc and the combine organics were w... The reactants are ClC=1N=C(C2=C(N1)C(CC2)C2=C(C=C(C=C2)F)F)Cl (2,4-dichloro-7-(2,4-difluorophenyl)-6,7-dihydro-5H-cyclopenta[d]pyrimidine), C(C)(C)N(CC)C(C)C (diisopropylethylamine), CC1=NN(C=N1)C1=C(OCCCN)C=C(C=C1)[N+](=O)[O-] (3-(2-(3-methyl-1H-1,2,4-triazol-1-yl)-5-nitrophenoxy)propan-1-amine). Run in C(C)#N (acetonitrile). Run at time 18 hour. Product: ClC=1N=C(C2=C(N1)C(CC2)C2=C(C=C(C=C2)F)F)NCCCOC2=C(C=CC(=C2)[N+](=O)[O-])N2N=C(N=C2)C (2-chloro-7-(2,4-difluorophenyl)-N-(3-(2-(3-methyl-1H-1,2,4-triazol-1-yl)-5-nitrophenoxy)propyl)-6,7-dihydro-5H-cyclopenta[d]pyrimidin-4-amine). The yield is 55.4%. RXN SMILES: [Cl:1][C:2]1[N:3]=[C:4](Cl)[C:5]2[CH2:10][CH2:9][CH:8]([C:11]3[CH:16]=[CH:15][C:14]([F:17])=[CH:13][C:12]=3[F:18])[C:6]=2[N:7]=1.C(N(C(C)C)CC)(C)C.[CH3:29][C:30]1[N:34]=[CH:33][N:32]([C:35]2[CH:45]=[CH:44][C:43]([N+:46]([O-:48])=[O:47])=[CH:42][C:36]=2[O:37][CH2:38][CH2:39][CH2:40][NH2:41])[N:31]=1>C(#N)C>[Cl:1][C:2]1[N:3]=[C:4]([NH:41][CH2:40][CH2:39][CH2:38][O:37][C:36]2[CH:42]=[C:43]([N+:46]([O-:48])=[O:47])[CH:44]=[CH:45][C:35]=2[N:32]2[CH:33]=[N:34][C:30]([CH3:29])=[N:31]2)[C:5]2[CH2:10][CH2:9][CH:8]([C:11]3[CH:16]=[CH:15][C:14]([F:17])=[CH:13][C:12]=3[F:18])[C:6]=2[N:7]=1. Procedure: To a solution of 2,4-dichloro-7-(2,4-difluorophenyl)-6,7-dihydro-5H-cyclopenta[d]pyrimidine (Preparation T, 0.717 g, 2.38 mmol) in acetonitrile (40 mL) was added diisopropylethylamine (0.420 g, 3.25 mmol) followed by 3-(2-(3-methyl-1H-1,2,4-triazol-1-yl)-5-nitrophenoxy)propan-1-amine (Preparation K, 0.60 g, 2.164 mmol) at room temperature. The reaction mixture was stirred at room temperature for 18 h. The solvent was removed under reduced pressure and the residue was taken in dichloromethane (10...